This data is from the Open Reaction Database (ORD), a public repository of structured organic reaction records. The task is: describe an organic reaction: reactants, conditions, products, and yield Reactants: O=C([O-])[O-], CCCCCCCCBr, CC#N, [K+], [K+], O, Oc1cnc(-c2ccc(OCC(F)COCC(F)(F)OC(F)(F)C(F)(F)OC(F)(F)C(F)(F)C(F)(F)C(F)(F)F)c(F)c2F)nc1. The product is CCCCCCCCOc1cnc(-c2ccc(OCC(F)COCC(F)(F)OC(F)(F)C(F)(F)OC(F)(F)C(F)(F)C(F)(F)C(F)(F)F)c(F)c2F)nc1. Reaction SMILES: [C:56](=[O:57])([O-:58])[O-:59].[CH2:47]([CH2:48][CH2:49][CH2:50][CH2:51][CH2:52][CH2:53][CH3:54])[Br:55].[CH3:63][C:64]#[N:65].[K+:60].[K+:61].[OH2:62].[OH:1][c:2]1[cH:3][n:4][c:5](-[c:8]2[c:9]([F:46])[c:10]([F:45])[c:11]([O:14][CH2:15][CH:16]([CH2:17][O:18][CH2:19][C:20]([F:21])([F:22])[O:23][C:24]([C:25]([O:26][C:27]([C:28]([C:29]([C:30]([F:31])([F:32])[F:33])([F:34])[F:35])([F:36])[F:37])([F:38])[F:39])([F:40])[F:41])([F:42])[F:43])[F:44])[cH:12][cH:13]2)[n:6][cH:7]1>>[O:1]([c:2]1[cH:3][n:4][c:5](-[c:8]2[c:9]([F:46])[c:10]([F:45])[c:11]([O:14][CH2:15][CH:16]([CH2:17][O:18][CH2:19][C:20]([F:21])([F:22])[O:23][C:24]([C:25]([O:26][C:27]([C:28]([C:29]([C:30]([F:31])([F:32])[F:33])([F:34])[F:35])([F:36])[F:37])([F:38])[F:39])([F:40])[F:41])([F:42])[F:43])[F:44])[cH:12][cH:13]2)[n:6][cH:7]1)[CH2:47][CH2:48][CH2:49][CH2:50][CH2:51][CH2:52][CH2:53][CH3:54]. The reactants are FC(C1=CC=C2CCNC(C2=C1)=O)(F)F (7-(trifluoromethyl)-3,4-dihydroisoquinolin-1(2H)-one), BrC1=CN=CN1C (5-bromo-1-methyl-1H-imidazole), trans-N,N′-dimethyl-cyclohexyl-1,2-diamine, P(=O)([O-])([O-])[O-].[K+].[K+].[K+] (potassium phosphate). The reagents and catalysts are [Cu](I)I (copper iodide). Run in O1CCOCC1 (1,4-dioxane). The product is CN1C=NC=C1N1C(C2=CC(=CC=C2CC1)C(F)(F)F)=O (2-(1-methyl-1H-imidazol-5-yl)-7-(trifluoromethyl)-3,4-dihydroisoquinolin-1(2H)-one). The yield is 24.7%. As a reaction SMILES: [F:1][C:2]([F:15])([F:14])[C:3]1[CH:12]=[C:11]2[C:6]([CH2:7][CH2:8][NH:9][C:10]2=[O:13])=[CH:5][CH:4]=1.Br[C:17]1[N:21]([CH3:22])[CH:20]=[N:19][CH:18]=1.P([O-])([O-])([O-])=O.[K+].[K+].[K+]>[Cu](I)I.O1CCOCC1>[CH3:22][N:21]1[C:17]([N:9]2[CH2:8][CH2:7][C:6]3[C:11](=[CH:12][C:3]([C:2]([F:1])([F:14])[F:15])=[CH:4][CH:5]=3)[C:10]2=[O:13])=[CH:18][N:19]=[CH:20]1 |f:2.3.4.5|. Procedure details: Using analogous conditions as described for the preparation of Example 1A above, 7-(trifluoromethyl)-3,4-dihydroisoquinolin-1(2H)-one (I-4-d: 150 mg, 0.6849 mmol) was reacted with 5-bromo-1-methyl-1H-imidazole (165 mg, 1.0273 mmol), 1,4-dioxane (3 mL), copper iodide (13.01 mg, 0.0685 mmol), trans-N,N′-dimethyl-cyclohexyl-1,2-diamine (29.17 mg, 0.205 mmol) and potassium phosphate (434.6 mg, 2.05 mmol) to afford the crude product. Purification by column chromatography on silica gel (2% methanol in... Reactants: N(=O)[O-].[Na+] (sodium nitrite), ClC1=NC(=CC(=C1[N+](=O)[O-])N)Cl (2,6-dichloro-3-nitropyridine-4-amine), Cl (hydrochloric acid), [OH-].[Na+] (sodium hydroxide), N(=O)[O-].[Na+] (sodium nitrite). Run at temperature 2.5 celsius, time 1 hour. The product is ClC1=NC(=CC(=C1[N+](=O)[O-])Cl)Cl (2,4,6-trichloro-3-nitropyridine). Yield: 80.7%. RXN SMILES: [Cl:1][C:2]1[C:7]([N+:8]([O-:10])=[O:9])=[C:6](N)[CH:5]=[C:4]([Cl:12])[N:3]=1.[ClH:13].N([O-])=O.[Na+].[OH-].[Na+]>>[Cl:1][C:2]1[C:7]([N+:8]([O-:10])=[O:9])=[C:6]([Cl:13])[CH:5]=[C:4]([Cl:12])[N:3]=1 |f:2.3,4.5|. Reported procedure: 2,6-dichloro-3-nitropyridine-4-amine (2.27 g, 10.9 mmol) was added to 48 mL concentrated hydrochloric acid, and cooled to 0-5° C. To the solution was added sodium nitrite (2.26 g, 32.7 mmol) in batches. After the addition of sodium nitrite, the reaction solution was stirred for 1 h at 0-5° C., and then stirred for 2 h at 25° C., adjusted to pH=7 with 40% sodium hydroxide solution, and extracted with ethyl ether. After the organic phase was dried (Na2SO4) and concentrated, it was subjected to col... The reactants are COCOc1ccc(Cc2c(C)cc(O)cc2C)cc1C(C)C, CN, [I-], I, [K+], O. Yields the product COCOc1ccc(Cc2c(C)cc(O)c(I)c2C)cc1C(C)C. RXN SMILES: [CH3:1][c:2]1[cH:3][c:4]([OH:23])[cH:5][c:6]([CH3:22])[c:7]1[CH2:8][c:9]1[cH:10][c:11]([CH:19]([CH3:20])[CH3:21])[c:12]([O:15][CH2:16][O:17][CH3:18])[cH:13][cH:14]1.[CH3:27][NH2:28].[I-:25].[I:26].[K+:24].[OH2:29]>>[CH3:1][c:2]1[c:3]([I:25])[c:4]([OH:23])[cH:5][c:6]([CH3:22])[c:7]1[CH2:8][c:9]1[cH:10][c:11]([CH:19]([CH3:20])[CH3:21])[c:12]([O:15][CH2:16][O:17][CH3:18])[cH:13][cH:14]1.